Dataset: the Open Reaction Database (ORD), a public repository of structured organic reaction records. Task: describe an organic reaction: reactants, conditions, products, and yield RXN SMILES: [C:21](=[O:22])([O-:23])[O-:24].[CH3:28][N:29]([CH3:30])[CH:31]=[O:32].[F:1][c:2]1[c:3]([N+:8](=[O:9])[O-:10])[cH:4][cH:5][cH:6][cH:7]1.[K+:25].[K+:26].[O:11]1[CH2:12][O:13][c:14]2[c:15]1[cH:16][cH:17][c:18]([NH2:20])[cH:19]2.[OH2:27]>>[c:2]1([NH:20][c:18]2[cH:17][cH:16][c:15]3[c:14]([cH:19]2)[O:13][CH2:12][O:11]3)[c:3]([N+:8](=[O:9])[O-:10])[cH:4][cH:5][cH:6][cH:7]1. Reactants: O=C([O-])[O-], CN(C)C=O, O=[N+]([O-])c1ccccc1F, [K+], [K+], Nc1ccc2c(c1)OCO2, O. Product: O=[N+]([O-])c1ccccc1Nc1ccc2c(c1)OCO2. Starting materials: O=[N+]([O-])c1ccc(CBr)cc1OCc1ccccc1, C1CCOC1, [Li]CCCC, CC(C)NC(C)C, [Na+], O=C([O-])O, O=C1CCCCC1. Product: O=C1CCCCC1Cc1ccc([N+](=O)[O-])c(OCc2ccccc2)c1. As a reaction SMILES: [CH2:20]([c:21]1[cH:22][cH:23][cH:24][cH:25][cH:26]1)[O:27][c:28]1[c:29]([N+:36](=[O:37])[O-:38])[cH:30][cH:31][c:32]([CH2:34][Br:35])[cH:33]1.[CH2:44]1[O:45][CH2:46][CH2:47][CH2:48]1.[CH2:8]([Li:9])[CH2:10][CH2:11][CH3:12].[CH:1]([NH:2][CH:3]([CH3:4])[CH3:5])([CH3:6])[CH3:7].[Na+:43].[O-:39][C:40]([OH:41])=[O:42].[O:13]=[C:14]1[CH2:15][CH2:16][CH2:17][CH2:18][CH2:19]1>>[O:13]=[C:14]1[CH:15]([CH2:34][c:32]2[cH:31][cH:30][c:29]([N+:36](=[O:37])[O-:38])[c:28]([O:27][CH2:20][c:21]3[cH:22][cH:23][cH:24][cH:25][cH:26]3)[cH:33]2)[CH2:16][CH2:17][CH2:18][CH2:19]1. Starting materials: C(C)#N (acetonitrile), S(O)(O)(=O)=O (sulfuric acid), C(=O)(O)[O-].[Na+] (NaHCO3), C(C)S(=O)(=O)C1=C(C=C(S1)S(=O)(=O)N)C(C)O (5-ethylsulfonyl-4-(1-hydroxyethyl)thiophene-2-sulfonamide). The solvent is O (water). Product: C(C)(=O)NC(C)C=1C=C(SC1S(=O)(=O)CC)S(=O)(=O)N (4-(1-Acetamidoethyl)-5-ethylsulfonylthiophene-2-sulfonamide). Yield: 58.0%. As a reaction SMILES: [C:1](#[N:3])[CH3:2].S(=O)(=O)(O)[OH:5].[CH2:9]([S:11]([C:14]1[S:18][C:17]([S:19]([NH2:22])(=[O:21])=[O:20])=[CH:16][C:15]=1[CH:23](O)[CH3:24])(=[O:13])=[O:12])[CH3:10].C([O-])(O)=O.[Na+]>O>[C:1]([NH:3][CH:23]([C:15]1[CH:16]=[C:17]([S:19]([NH2:22])(=[O:20])=[O:21])[S:18][C:14]=1[S:11]([CH2:9][CH3:10])(=[O:12])=[O:13])[CH3:24])(=[O:5])[CH3:2] |f:3.4|. Reported procedure: To acetonitrile (40 ml) was added concentrated sulfuric acid (8.1 g, 0.0828 mol). Then 5-ethylsulfonyl-4-(1-hydroxyethyl)thiophene-2-sulfonamide (4.14 g, 0.0138 mol) was added and the solution was stirred at room temperature until no starting material remained (48 hours). The solution was neutralized by adding solid NaHCO3 along with water (5 ml). The mixture was filtered and the solids were washed with acetonitrile. The filtrate and washings were concentrated in vacuo to an oil. This residual o... Starting materials: C(C)OC(CC1=CC=C(C=C1)Br)=O (ethyl-4-bromophenylacetate), FC(C1=NNC=2CCCCC12)(F)F (3-(trifluoromethyl)-4,5,6,7-tetrahydro-1H-indazole), C([O-])([O-])=O.[K+].[K+] (potassium carbonate), CN[C@H]1[C@@H](CCCC1)NC ((1R,2R)-N,N′-dimethyl-1,2-cyclohexanediamine). The reagents and catalysts are [Cu]I (copper (I) iodide), CN[C@H]1[C@@H](CCCC1)NC ((1R,2R)-N,N′-dimethyl-1,2-cyclohexanediamine), [Cu]I (copper (I) iodide). Run in C1(=CC=CC=C1)C (toluene). Reaction conditions: temperature 130 celsius, time 1 hour. Product: FC(C1=NN(C=2CCCCC12)C1=CC=C(C=C1)CC(=O)OCC)(F)F (Ethyl {4-[3-(trifluoromethyl)-4,5,6,7-tetrahydro-1H-indazol-1-yl]phenyl}acetate). Yield: 87.0%. RXN SMILES: [CH2:1]([O:3][C:4](=[O:13])[CH2:5][C:6]1[CH:11]=[CH:10][C:9](Br)=[CH:8][CH:7]=1)[CH3:2].[F:14][C:15]([F:26])([F:25])[C:16]1[C:24]2[CH2:23][CH2:22][CH2:21][CH2:20][C:19]=2[NH:18][N:17]=1.C(=O)([O-])[O-].[K+].[K+].CN[C@@H]1CCCC[C@H]1NC>C1(C)C=CC=CC=1.[Cu]I.CN[C@@H]1CCCC[C@H]1NC>[F:26][C:15]([F:14])([F:25])[C:16]1[C:24]2[CH2:23][CH2:22][CH2:21][CH2:20][C:19]=2[N:18]([C:9]2[CH:10]=[CH:11][C:6]([CH2:5][C:4]([O:3][CH2:1][CH3:2])=[O:13])=[CH:7][CH:8]=2)[N:17]=1 |f:2.3.4|. Procedure: A mixture of ethyl-4-bromophenylacetate (875 mg, 3.60 mmol), 3-(trifluoromethyl)-4,5,6,7-tetrahydro-1H-indazole (570 mg, 3.00 mmol), potassium carbonate (842 mg, 6.10 mmol), copper (I) iodide (5 mol %, 29 mg, 0.15 mmol), and (1R,2R)-N,N′-dimethyl-1,2-cyclohexanediamine (20 mol %, 85 mg, 0.60 mmol) in toluene (2 ml) was stirred under an atmosphere of argon at 130° C. in a microwave reactor for 1 h. Further copper (I) iodide (10 mg, 0.05 mmol), and (1R,2R)-N,N′-dimethyl-1,2-cyclohexanediamine (30 ... Starting materials: N(=[N+]=[N-])C1=C(C=NC=C1Cl)\C=N\C1=C(C=C(C#N)C=C1Cl)Cl (4-{[1-(4-azido-5-chloropyridin-3-yl)meth-(E)-ylidene]amino}-3,5-dichlorobenzonitrile). Run in C1(=CC=CC=C1)C (toluene). Yields the product ClC=1C=C(C#N)C=C(C1N1N=C2C(C=NC=C2Cl)=C1)Cl (3,5-Dichloro-4-(7-chloropyrazolo[4,3-c]pyridin-2-yl)benzonitrile). Yield: 70.6%. Reaction SMILES: [N:1]([C:4]1[C:9]([Cl:10])=[CH:8][N:7]=[CH:6][C:5]=1/[CH:11]=[N:12]/[C:13]1[C:20]([Cl:21])=[CH:19][C:16]([C:17]#[N:18])=[CH:15][C:14]=1[Cl:22])=[N+]=[N-]>C1(C)C=CC=CC=1>[Cl:22][C:14]1[CH:15]=[C:16]([CH:19]=[C:20]([Cl:21])[C:13]=1[N:12]1[CH:11]=[C:5]2[CH:6]=[N:7][CH:8]=[C:9]([Cl:10])[C:4]2=[N:1]1)[C:17]#[N:18]. Procedure: A suspension of 4-{[1-(4-azido-5-chloropyridin-3-yl)meth-(E)-ylidene]amino}-3,5-dichlorobenzonitrile (3.8 g, 10.95 mmol) in toluene (45 mL) was heated to reflux for 18 hours and then cooled to room temperature. The precipitated solid was removed by filtration and washed sequentially with toluene, ethyl acetate and DCM. The filtrate was concentrated under reduced pressure. The residue was purified by silica gel flash chromatography (0-100% ethyl acetate in cyclohexane) and then triturated with di... The reactants are N(=NC(=O)[O-])C(=O)[O-] (azodicarboxylate), C(C1=CC=CC=C1)OC(=O)NC1=CC=C(C(=C1C(=O)OC(C)(C)C)O)Br (tert-butyl 6-benzyloxycarbonylamino-3-bromo-2-hydroxybenzoate), C(C1=CC=CC=C1)OC(=O)NC1=CC=C(C(=C1C(=O)OC(C)(C)C)O)Br (tert-butyl 6-benzyloxycarbonylamino-3-bromo-2-hydroxybenzoate), OC[C@@H]1N(CC1)C(=O)OC(C)(C)C (tert-butyl (R)-2-hydroxymethylazetidine-1-carboxylate), C1(=CC=CC=C1)P(C1=CC=CC=C1)C1=CC=CC=C1 (triphenylphosphine), resultant mixture. The solvent is C1CCOC1 (THF). Yields the product C(C1=CC=CC=C1)OC(=O)NC=1C(=C(OC[C@@H]2N(CC2)C(=O)OC(C)(C)C)C(=CC1)Br)C(=O)OC(C)(C)C (tert-butyl (R)-2-(3-benzyloxycarbonylamino-6-bromo-2-tert-butoxycarbonylphenoxymethyl)-azetidine-1-carboxylate). Isolated yield 99.4%. As a reaction SMILES: N(C([O-])=O)=NC([O-])=O.[CH2:9]([O:16][C:17]([NH:19][C:20]1[C:25]([C:26]([O:28][C:29]([CH3:32])([CH3:31])[CH3:30])=[O:27])=[C:24]([OH:33])[C:23]([Br:34])=[CH:22][CH:21]=1)=[O:18])[C:10]1[CH:15]=[CH:14][CH:13]=[CH:12][CH:11]=1.O[CH2:36][C@H:37]1[CH2:40][CH2:39][N:38]1[C:41]([O:43][C:44]([CH3:47])([CH3:46])[CH3:45])=[O:42].C1(P(C2C=CC=CC=2)C2C=CC=CC=2)C=CC=CC=1>C1COCC1>[CH2:9]([O:16][C:17]([NH:19][C:20]1[C:25]([C:26]([O:28][C:29]([CH3:30])([CH3:31])[CH3:32])=[O:27])=[C:24]([C:23]([Br:34])=[CH:22][CH:21]=1)[O:33][CH2:36][C@H:37]1[CH2:40][CH2:39][N:38]1[C:41]([O:43][C:44]([CH3:45])([CH3:47])[CH3:46])=[O:42])=[O:18])[C:10]1[CH:11]=[CH:12][CH:13]=[CH:14][CH:15]=1. Procedure: Disopropyl azodicarboxylate (0.717 g) was added to a solution of tert-butyl 6-benzyloxycarbonylamino-3-bromo-2-hydroxybenzoate (Intermediate 48, 1.25 g), tert-butyl (R)-2-hydroxymethylazetidine-1-carboxylate (0.665 g) and triphenylphosphine (0.93 g) in anhydrous THF (20 mL) and the resultant mixture was stirred at room temperature for 30 minutes. The solution was concentrated in vacuo and the residue was purified by chromatography on silica, eluting with a mixture of ethyl acetate and cyclohexan... Starting materials: COC1=CC2=C(NC(NS2(=O)=O)=O)C=C1 (7-methoxy-1,1-dioxo-1,4-dihydro-2H-1λ6-benzo[1,2,4]thiadiazin-3-one), [OH-].[Na+] (sodium hydroxide). The solvent is S(O)(O)(=O)=O (sulfuric acid). The product is NC1=C(C=C(C=C1)OC)S(=O)(=O)N (2-amino-5-methoxy-benzenesulfonamide). The yield is 61.0%. As a reaction SMILES: [CH3:1][O:2][C:3]1[CH:15]=[CH:14][C:6]2[NH:7]C(=O)[NH:9][S:10](=[O:12])(=[O:11])[C:5]=2[CH:4]=1.[OH-].[Na+]>S(=O)(=O)(O)O>[NH2:7][C:6]1[CH:14]=[CH:15][C:3]([O:2][CH3:1])=[CH:4][C:5]=1[S:10]([NH2:9])(=[O:11])=[O:12] |f:1.2|. Procedure details: A solution of 7-methoxy-1,1-dioxo-1,4-dihydro-2H-1λ6-benzo[1,2,4]thiadiazin-3-one (Example 2a, 15 g, 65.7 mmol) in a 50% aqueous sulfuric acid solution (140 mL) was heated at 130° C. for 6 h. The solution was then poured over ice and neutralized at 0° C. with the addition of saturated aqueous sodium hydroxide solution. The mixture was then extracted with ethyl acetate. The organic phase was washed with brine, and dried over magnesium sulfate, filtered and dried in vacuo to afford the desired pro... The reactants are N1(CCCC1)[C@@H]1[C@@H](CCC1)N (cis-2-pyrrolidin-1-yl-cyclopentylamine), N1(CCCC1)[C@@H]1[C@@H](CCC1)N (cis-2-pyrrolidin-1-yl-cyclopentylamine), COC1=C(C(=O)O)C(=CC(=C1)C(F)(F)F)OC (2,6-dimethoxy-4-trifluoromethyl-benzoic acid). The product is COC1=C(C(=O)NC2C(CCC2)N2CCCC2)C(=CC(=C1)C(F)(F)F)OC (2,6-Dimethoxy-N-((1SR,2RS)-2-pyrrolidin-1-yl-cyclopentyl)-4-trifluoro methyl benzamide). As a reaction SMILES: [N:1]1([C@H:6]2[CH2:10][CH2:9][CH2:8][C@H:7]2[NH2:11])[CH2:5][CH2:4][CH2:3][CH2:2]1.[CH3:12][O:13][C:14]1[CH:22]=[C:21]([C:23]([F:26])([F:25])[F:24])[CH:20]=[C:19]([O:27][CH3:28])[C:15]=1[C:16](O)=[O:17]>>[CH3:28][O:27][C:19]1[CH:20]=[C:21]([C:23]([F:24])([F:25])[F:26])[CH:22]=[C:14]([O:13][CH3:12])[C:15]=1[C:16]([NH:11][CH:7]1[CH2:8][CH2:9][CH2:10][CH:6]1[N:1]1[CH2:2][CH2:3][CH2:4][CH2:5]1)=[O:17]. Procedure details: The title compound, yellow oil, MS: m/e=387.2 [(M+H)+], was prepared in accordance with the general method of example 5 from cis-2-pyrrolidin-1-yl-cyclopentylamine (intermediate Q) and 2,6-dimethoxy-4-trifluoromethyl-benzoic acid (intermediate AJ). The reactants are CC1=C(C2=CC=CC=C2C=C1)O (2-methyl-1-naphthol), CC1=C(C2=CC=CC=C2C=C1)O.COC([O-])=O (2-methyl-1-naphthalenol methylcarbonate), FC(C(=O)OC1=CC=CC=C1)(F)F (phenyl trifluoroacetate), CC1=C(C2=CC=CC=C2C=C1)O (2-methyl-1-naphthol), CC1=C(C2=CC=CC=C2C=C1)O (2-methyl-1-naphthol), C1(=CC=CC2=CC=CC=C12)O (1-naphthol), C(=O)=O (dry ice). The product is C(CC)(=O)OC1=C(C=CC2=CC=CC=C12)C (2-methyl-1-naphthalenol propionate). Reaction SMILES: [CH3:1][C:2]1[CH:11]=[CH:10][C:9]2[C:4](=[CH:5][CH:6]=[CH:7][CH:8]=2)[C:3]=1[OH:12].COC(=O)[O-].[CH3:18][C:19]1C=CC2C(=CC=CC=2)[C:20]=1[OH:29].C1(O)C2C(=CC=CC=2)C=CC=1.FC(F)(F)C(OC1C=CC=CC=1)=O.C(=O)=O>>[C:20]([O:12][C:3]1[C:4]2[C:9](=[CH:8][CH:7]=[CH:6][CH:5]=2)[CH:10]=[CH:11][C:2]=1[CH3:1])(=[O:29])[CH2:19][CH3:18] |f:0.1|. Reported procedure: To demonstrate the storage stability of the compounds of the present invention, test samples of the title compounds of Examples 1, 2, 3, 4, 5 and 6 were placed in clear glass vials and kept on top of a laboratory desk for the time indicated. Samples of 2-methyl-1-naphthol, 1-naphthol and phenyl trifluoroacetate used as controls were similarly kept. One sample of 2-methyl-1-naphthol was stored under nitrogen and in a dry ice chest (temperature of approximately -50° C). A second sample of 2-methyl...